This data is from the Open Reaction Database (ORD), a public repository of structured organic reaction records. The task is: describe an organic reaction: reactants, conditions, products, and yield Reactants: N12CCCCCC2=NCCC1 (1,8-diazabicyclo[5.4.0]undec-7-ene), Cl (hydrochloric acid), ClC=1C(=C(C=CC1)S(=O)(=O)N)C=C1C(OCC1)=O (3-Chloro-2-[(2-oxotetrahydro-3-furanylidene)methyl]-benzenesulfonamide), COC1=NC(=NC(=C1)OC)NC(OC1=CC=CC=C1)=O ((4,6-dimethoxy-2-pyrimidinyl)carbamic acid, phenyl ester). The solvent is C(C)#N (acetonitrile), O (water). Run at time 1 hour. The product is ClC=1C(=C(C=CC1)S(=O)(=O)NC(=O)NC1=NC(=CC(=N1)OC)OC)C=C1C(OCC1)=O (3-Chloro-N-[(4,6-dimethoxypyrimidin-2-yl)aminocarbonyl]-2-[(2-oxotetrahydro-3-furanylidene)methyl]-benzenesulfonamide). Isolated yield 85.3%. RXN SMILES: [Cl:1][C:2]1[C:3]([CH:12]=[C:13]2[CH2:17][CH2:16][O:15][C:14]2=[O:18])=[C:4]([S:8]([NH2:11])(=[O:10])=[O:9])[CH:5]=[CH:6][CH:7]=1.[CH3:19][O:20][C:21]1[CH:26]=[C:25]([O:27][CH3:28])[N:24]=[C:23]([NH:29][C:30](=O)[O:31]C2C=CC=CC=2)[N:22]=1.N12CCCN=C1CCCCC2.Cl>C(#N)C.O>[Cl:1][C:2]1[C:3]([CH:12]=[C:13]2[CH2:17][CH2:16][O:15][C:14]2=[O:18])=[C:4]([S:8]([NH:11][C:30]([NH:29][C:23]2[N:22]=[C:21]([O:20][CH3:19])[CH:26]=[C:25]([O:27][CH3:28])[N:24]=2)=[O:31])(=[O:9])=[O:10])[CH:5]=[CH:6][CH:7]=1. Procedure details: To a stirred suspension of 0.15 g (0.0005 mol) of the product of Example 7 and 0.21 g (0.0008 mol) of (4,6-dimethoxy-2-pyrimidinyl)carbamic acid, phenyl ester in 1 mL dry acetonitrile under nitrogen was added dropwise 0.12 mL (0.12 g, 0.0008 mol) of 1,8-diazabicyclo[5.4.0]undec-7-ene. The mixture was stirred at room temperature for 1 hour and was then diluted with water and acidified with 1N aqueous hydrochloric acid. The resulting precipitate was collected by filtration and washed well with wat... The reactants are COC1=CC=C(C=CC=O)C=C1 (4-Methoxycinnamaldehyde), C(C)#N (acetonitrile), C([O-])([O-])=O.[K+].[K+] (potassium carbonate), C(C)#N (Acetonitrile). Solvent: O (water). Run at temperature 0 celsius, time 30 minute. The product is C(#N)C(C=CC1=CC=C(C=C1)OC)OC(C1=CC=CC=C1)=O (benzoic acid 1-cyano-3-(4-methoxyphenyl)-allyl ester). As a reaction SMILES: [C:1](=[O:4])([O-])[O-:2].[K+].[K+].[CH3:7][O:8][C:9]1[CH:18]=[CH:17][C:12]([CH:13]=[CH:14][CH:15]=O)=[CH:11][CH:10]=1.[C:19](#[N:21])C>O>[C:19]([CH:15]([O:2][C:1](=[O:4])[C:9]1[CH:18]=[CH:17][CH:12]=[CH:11][CH:10]=1)[CH:14]=[CH:13][C:12]1[CH:17]=[CH:18][C:9]([O:8][CH3:7])=[CH:10][CH:11]=1)#[N:21] |f:0.1.2|. Reported procedure: Acetonitrile (25 ml) is added to a solution of potassium carbonate (3.45 g; 0.025 mol) in 15 ml of water and the mixture is cooled to 0° C. 4-Methoxycinnamaldehyde (8.1 g; 0.05 mol) dissolved in acetonitrile (25 ml) is added dropwise under efficient stirring over 30 min, keeping the temperature between 0 and 2° C., and the yellow mixture is further stirred 2 h at the same temperature. The phases are separated, the organic layer is washed with brine, dried over magnesium sulfate, and evaporated. ... The reactants are BrCC1=C(C(=O)OCC)C=CN=C1Cl (ethyl 3-(bromomethyl)-2-chloroisonicotinate), Cl.CC1=C(N=CC(=N1)C(C)N)OCC(F)(F)F (1-(6-methyl-5-(2,2,2-trifluoroethoxy)pyrazin-2-yl)ethanamine hydrochloride). Yields the product ClC1=NC=CC2=C1CN(C2=O)C(C)C2=NC(=C(N=C2)OCC(F)(F)F)C (4-chloro-2-(1-(6-methyl-5-(2,2,2-trifluoroethoxy)pyrazin-2-yl)ethyl)-2,3-dihydro-1H-pyrrolo[3,4-c]pyridin-1-one). Isolated yield 80.0%. Reaction SMILES: Br[CH2:2][C:3]1[C:13]([Cl:14])=[N:12][CH:11]=[CH:10][C:4]=1[C:5]([O:7]CC)=O.Cl.[CH3:16][C:17]1[N:22]=[C:21]([CH:23]([NH2:25])[CH3:24])[CH:20]=[N:19][C:18]=1[O:26][CH2:27][C:28]([F:31])([F:30])[F:29]>>[Cl:14][C:13]1[C:3]2[CH2:2][N:25]([CH:23]([C:21]3[CH:20]=[N:19][C:18]([O:26][CH2:27][C:28]([F:30])([F:31])[F:29])=[C:17]([CH3:16])[N:22]=3)[CH3:24])[C:5](=[O:7])[C:4]=2[CH:10]=[CH:11][N:12]=1 |f:1.2|. Reported procedure: The title compound is prepared in 80% yield (300 mg, brown solid) from ethyl 3-(bromomethyl)-2-chloroisonicotinate (270 mg, 0.96 mmol, Step-1 of Intermediate-1) and 1-(6-methyl-5-(2,2,2-trifluoroethoxy)pyrazin-2-yl)ethanamine hydrochloride (260 mg, 0.96 mmol, Amine-55, single enantiomer) in a similar manner to Intermediate-2.